Task: describe an organic reaction: reactants, conditions, products, and yield. Dataset: the Open Reaction Database (ORD), a public repository of structured organic reaction records Starting materials: OCC1c2ccccc2CN1C1CC1, O=S(Cl)Cl. Yields the product ClCC1c2ccccc2CN1C1CC1. Reaction SMILES: [CH:1]1([N:4]2[CH:5]([CH2:13][OH:14])[c:6]3[cH:7][cH:8][cH:9][cH:10][c:11]3[CH2:12]2)[CH2:2][CH2:3]1.[S:15]([Cl:16])([Cl:17])=[O:18]>>[CH:1]1([N:4]2[CH:5]([CH2:13][Cl:17])[c:6]3[cH:7][cH:8][cH:9][cH:10][c:11]3[CH2:12]2)[CH2:2][CH2:3]1. The reactants are CC(C)(C)OC(=O)CC(CCCC1CCCCC1)c1nc(CN)no1, O=S(=O)(Cl)c1nnc[nH]1. Yields the product CC(C)(C)OC(=O)CC(CCCC1CCCCC1)c1nc(CNS(=O)(=O)c2nnc[nH]2)no1. As a reaction SMILES: [C:1]([CH3:2])([CH3:3])([CH3:4])[O:5][C:6]([CH2:7][CH:8]([CH2:9][CH2:10][CH2:11][CH:12]1[CH2:13][CH2:14][CH2:15][CH2:16][CH2:17]1)[c:18]1[n:19][c:20]([CH2:23][NH2:24])[n:21][o:22]1)=[O:25].[n:26]1[n:27][c:28]([S:31](=[O:32])(=[O:33])[Cl:34])[nH:29][cH:30]1>>[C:1]([CH3:2])([CH3:3])([CH3:4])[O:5][C:6]([CH2:7][CH:8]([CH2:9][CH2:10][CH2:11][CH:12]1[CH2:13][CH2:14][CH2:15][CH2:16][CH2:17]1)[c:18]1[n:19][c:20]([CH2:23][NH:24][S:31]([c:28]2[n:27][n:26][cH:30][nH:29]2)(=[O:32])=[O:33])[n:21][o:22]1)=[O:25]. Reactants: mixture, [Cl-].[NH4+] (ammonium chloride), BrCC (bromoethane), [Mg] (magnesium), C(=O)C1CCC(CC1)C(C)(C)C (1-formyl-4-t-butylcyclohexane), OC(CC)[C@@H]1CC[C@H](CC1)C(C)(C)C (trans-1-(1-hydroxypropyl)-4-t-butylcyclohexane). Solvent: C(C)OCC (ethyl ether). The product is OC(CC)C1CCC(CC1)C(C)(C)C (1-(1-Hydroxypropyl)-4-t-butylcyclohexane). Yield: 66.0%. Reaction SMILES: [Mg].BrCC.C(C1CCC(C(C)(C)C)CC1)=O.[Cl-].[NH4+].[OH:19][CH:20]([C@H:23]1[CH2:28][CH2:27][C@H:26]([C:29]([CH3:32])([CH3:31])[CH3:30])[CH2:25][CH2:24]1)[CH2:21][CH3:22]>C(OCC)C>[OH:19][CH:20]([CH:23]1[CH2:24][CH2:25][CH:26]([C:29]([CH3:30])([CH3:32])[CH3:31])[CH2:27][CH2:28]1)[CH2:21][CH3:22] |f:3.4|. Procedure: To a mixture of 24 g (1.0 mol) magnesium turnings and 100 ml anhydrous ethyl ether was added 109 g (1.0 mol) bromoethane. The resulting solution was heated under reflux for two hours. To the above solution, 109 g (0.9 mol) 1-formyl-4-t-butylcyclohexane was added dropwise over 1 hour. After addition, the mixture was heated under reflux for four hours, allowed to cool, and then added to 100 ml of a mixture of saturated ammonium chloride solution and ice. The mixture was extracted with ether (3×100... The reactants are C(CCCCCCC)N1C(CC2=C(C(=C(C(=C12)NC(C(C)(C)C)=O)C)OCC)C)CC(=O)O (N-(1-octyl-5-ethoxycarboxymethyl-4,6-dimethylindolin-7-yl)-2,2-dimethylpropanamide), CCO (EtOH), [OH-].[Na+] (NaOH). Run in O (water). Run at temperature 60 celsius, time 1 hour. The product is C(CCCCCCC)N1CCC2=C(C(=C(C(=C12)NC(C(C)(C)C)=O)C)CC(=O)O)C (N-(1-octyl-5-carboxymethyl-4,6-dimethylindolin-7-yl)-2,2-dimethylpropanamide). RXN SMILES: [CH2:1]([N:9]1[C:17]2[C:12](=[C:13]([CH3:29])[C:14](OCC)=[C:15]([CH3:25])[C:16]=2[NH:18][C:19](=[O:24])[C:20]([CH3:23])([CH3:22])[CH3:21])[CH2:11][CH:10]1CC(O)=O)[CH2:2][CH2:3][CH2:4][CH2:5][CH2:6][CH2:7][CH3:8].[OH-:34].[Na+].[CH3:36][CH2:37][OH:38]>O>[CH2:1]([N:9]1[C:17]2[C:12](=[C:13]([CH3:29])[C:14]([CH2:36][C:37]([OH:34])=[O:38])=[C:15]([CH3:25])[C:16]=2[NH:18][C:19](=[O:24])[C:20]([CH3:23])([CH3:22])[CH3:21])[CH2:11][CH2:10]1)[CH2:2][CH2:3][CH2:4][CH2:5][CH2:6][CH2:7][CH3:8] |f:1.2|. Procedure details: N-(1-octyl-5-ethoxycarboxymethyl-4,6-dimethylindolin-7-yl)-2,2-dimethylpropanamide (3.5 g) was dissolved in EtOH (50 ml) and a solution of NaOH (1.6 g) in water (20 ml) was added, which was followed by stirring at 60° C. for 1 hr. EtOH was evaporated under reduced pressure. The residue was dissolved in water (20 ml) and the mixture was washed with AcOEt (20 ml). The aqueous layer was neutralized with 2N-hydrochloric acid and extracted with AcOEt (50 ml). The AcOEt layer was washed with saturated... Starting materials: Cl (HCl), CN(C(=O)C1=CC=C(C=N1)C(=O)OC)C (methyl 6-[(dimethylamino)carbonyl]-3-pyridine carboxylate), C1CCOC1 (THF), [OH-].[Li+] (lithium hydroxide). Solvent: O (water), C1(=CC=CC=C1)C (Toluene). Run at time 1 hour. Yields the product CN(C(=O)C1=CC=C(C=N1)C(=O)O)C (6-[(dimethylamino)carbonyl]-3-pyridine carboxylic acid). Yield: 96.0%. As a reaction SMILES: [CH3:1][N:2]([CH3:15])[C:3]([C:5]1[N:10]=[CH:9][C:8]([C:11]([O:13]C)=[O:12])=[CH:7][CH:6]=1)=[O:4].C1COCC1.[OH-].[Li+].Cl>O.C1(C)C=CC=CC=1>[CH3:1][N:2]([CH3:15])[C:3]([C:5]1[N:10]=[CH:9][C:8]([C:11]([OH:13])=[O:12])=[CH:7][CH:6]=1)=[O:4] |f:2.3|. Procedure: To a 5° C. mixture of methyl 6-[(dimethylamino)carbonyl]-3-pyridine carboxylate (52.5 g, 0.252 mol) and THF (390 mL) was added a solution of lithium hydroxide (trihydrate, 11.6 g, 0.277 mol) in water (60 mL) over 6 minutes. After stirring for 1 h, 2 N HCl (145 mL) was added over a 15-min period. Toluene (200 mL) was added and the organic solvents were removed in vacuo. The slurry was filtered, and the solids were washed with water (2×20 mL) and dried at 75° C. in vacuo to provide 47 g (96%) of 6... Reactants: [BH3-]C#N, C=O, CO, CC(=O)O, [Na+], [Na+], [OH-], CCCN(CCC)CCCCNCc1ccc(CN(Cc2ncc[nH]2)Cc2ncc[nH]2)cc1. The product is CCCN(CCC)CCCCN(C)Cc1ccc(CN(Cc2ncc[nH]2)Cc2ncc[nH]2)cc1. RXN SMILES: [C:36]([BH3-:37])#[N:38].[CH2:34]=[O:35].[CH3:42][OH:43].[CH3:44][C:45](=[O:46])[OH:47].[Na+:39].[Na+:41].[OH-:40].[nH:1]1[c:2]([CH2:6][N:7]([CH2:8][c:9]2[nH:10][cH:11][cH:12][n:13]2)[CH2:14][c:15]2[cH:16][cH:17][c:18]([CH2:19][NH:20][CH2:21][CH2:22][CH2:23][CH2:24][N:25]([CH2:26][CH2:27][CH3:28])[CH2:29][CH2:30][CH3:31])[cH:32][cH:33]2)[n:3][cH:4][cH:5]1>>[nH:1]1[c:2]([CH2:6][N:7]([CH2:8][c:9]2[n:10][cH:11][cH:12][nH:13]2)[CH2:14][c:15]2[cH:16][cH:17][c:18]([CH2:19][N:20]([CH2:21][CH2:22][CH2:23][CH2:24][N:25]([CH2:26][CH2:27][CH3:28])[CH2:29][CH2:30][CH3:31])[CH3:36])[cH:32][cH:33]2)[n:3][cH:4][cH:5]1. The reactants are ClC1=NN2C(C(=CC=C2)NCC2=C(C=CC=C2)N(S(=O)(=O)C)C)=N1 (N-{2-[(2-chloro-[1,2,4]triazolo[1,5-a]pyridin-8-ylamino)-methyl]-phenyl}-N-methyl-methanesulfonamide), C1=NC=CC2=CC(=CC=C12)N (isoquinolin-6-ylamine), C1(CCCCC1)P(C1=C(C=CC=C1)C1=C(C=CC=C1)P(C1CCCCC1)C1CCCCC1)C1CCCCC1 (2,2′-bis-dicyclohexylphosphanyl-biphenyl). The product is C1=NC=CC2=CC(=CC=C12)NC1=NN2C(C(=CC=C2)NCC2=C(C=CC=C2)N(S(=O)(=O)C)C)=N1 (N-(2-{[2-(Isoquinolin-6-ylamino)-[1,2,4]triazolo[1,5-a]pyridin-8-ylamino]-methyl}-phenyl)-N-methyl-methanesulfonamide), foam. Yield: 61.0%. RXN SMILES: Cl[C:2]1[N:24]=[C:5]2[C:6]([NH:10][CH2:11][C:12]3[CH:17]=[CH:16][CH:15]=[CH:14][C:13]=3[N:18]([CH3:23])[S:19]([CH3:22])(=[O:21])=[O:20])=[CH:7][CH:8]=[CH:9][N:4]2[N:3]=1.[CH:25]1[C:34]2[C:29](=[CH:30][C:31]([NH2:35])=[CH:32][CH:33]=2)[CH:28]=[CH:27][N:26]=1.C1(P(C2CCCCC2)C2C=CC=CC=2C2C=CC=CC=2P(C2CCCCC2)C2CCCCC2)CCCCC1>>[CH:25]1[C:34]2[C:29](=[CH:30][C:31]([NH:35][C:2]3[N:24]=[C:5]4[C:6]([NH:10][CH2:11][C:12]5[CH:17]=[CH:16][CH:15]=[CH:14][C:13]=5[N:18]([CH3:23])[S:19]([CH3:22])(=[O:21])=[O:20])=[CH:7][CH:8]=[CH:9][N:4]4[N:3]=3)=[CH:32][CH:33]=2)[CH:28]=[CH:27][N:26]=1. Reported procedure: N-(2-{[2-(Isoquinolin-6-ylamino)-[1,2,4]triazolo[1,5-a]pyridin-8-ylamino]-methyl}-phenyl)-N-methyl-methanesulfonamide was prepared from N-{2-[(2-chloro-[1,2,4]triazolo[1,5-a]pyridin-8-ylamino)-methyl]-phenyl}-N-methyl-methanesulfonamide (100.0 mg, 0.2733 mmol) and isoquinolin-6-ylamine (45.0 mg, 0.312 mmol) with 2,2′-bis-dicyclohexylphosphanyl-biphenyl (25.0 mg, 0.0457 mmol) as the ligand in a manner analogous to Example 2d. Product isolated as a yellow foam (0.079 g, 61%). 1H NMR (400 MHz, CDCl...